The task is: describe an organic reaction: reactants, conditions, products, and yield. This data is from the Open Reaction Database (ORD), a public repository of structured organic reaction records. Reaction SMILES: [CH2:1]([O:8][C:9](=[O:17])[CH2:10][CH2:11][C@@H:12]([C:14]([OH:16])=[O:15])[NH2:13])[C:2]1[CH:7]=[CH:6][CH:5]=[CH:4][CH:3]=1.C([O:20][C:21](=O)[C:22]([F:25])([F:24])[F:23])C>C(O)C>[CH2:1]([O:8][C:9](=[O:17])[CH2:10][CH2:11][C@@H:12]([C:14]([OH:16])=[O:15])[NH:13][C:21](=[O:20])[C:22]([F:25])([F:24])[F:23])[C:2]1[CH:3]=[CH:4][CH:5]=[CH:6][CH:7]=1. Product: C(C1=CC=CC=C1)OC(CC[C@H](NC(C(F)(F)F)=O)C(=O)O)=O (N-trifluoroacetyl-L-glutamic Acid-5-benzyl Ester). The solvent is C(C)O (ethanol). Conditions: time 24 hour. Reported procedure: 100 g (421.5 mmol) of L-glutamic Acid-5-benzyl ester is dissolved in a mixture that consists of 1000 ml of trifluoroacetic acid ethyl ester/500 ml of ethanol, and it is stirred for 24 hours at room temperature. It is evaporated to the dry state, and the residue is crystallized from diisopropyl ether. Starting materials: C(C1=CC=CC=C1)OC(CC[C@H](N)C(=O)O)=O (L-glutamic Acid-5-benzyl ester), C(C)OC(C(F)(F)F)=O (trifluoroacetic acid ethyl ester). Reactants: COc1ccc(OC)c(Nc2nc3ccccc3nc2N)c1, Cn1cnc(S(=O)(=O)Cl)c1, c1ccncc1. Yields the product COc1ccc(OC)c(Nc2nc3ccccc3nc2NS(=O)(=O)c2cn(C)cn2)c1. As a reaction SMILES: [CH3:1][O:2][c:3]1[c:4]([NH:11][c:12]2[n:13][c:14]3[cH:15][cH:16][cH:17][cH:18][c:19]3[n:20][c:21]2[NH2:22])[cH:5][c:6]([O:9][CH3:10])[cH:7][cH:8]1.[CH3:23][n:24]1[cH:25][n:26][c:27]([S:29](=[O:30])(=[O:31])[Cl:32])[cH:28]1.[cH:33]1[cH:34][cH:35][n:36][cH:37][cH:38]1>>[CH3:1][O:2][c:3]1[c:4]([NH:11][c:12]2[n:13][c:14]3[cH:15][cH:16][cH:17][cH:18][c:19]3[n:20][c:21]2[NH:22][S:29]([c:27]2[n:26][cH:25][n:24]([CH3:23])[cH:28]2)(=[O:30])=[O:31])[cH:5][c:6]([O:9][CH3:10])[cH:7][cH:8]1. Starting materials: C(C)(=O)[O-].[Na+] (sodium acetate), CC1=C(C(=CC=C1)C)C (1,2,3-trimethylbenzene), C(C)(=O)OC(C)=O (acetic anhydride), CC(=O)[O-].[Na+] (sodium acetate anhydrous), C(C)(=O)O.B(F)(F)F (boron trifluoride acetic acid). Solvent: O (water). Run at temperature 3 celsius, time 2 hour. Yields the product CC1=C(C=CC(=C1C)C)C(CC(C)=O)=O (1-(2',3',4'-trimethylphenyl)-1,3-butanedione). Reaction SMILES: [CH3:1][C:2]1[CH:7]=[CH:6][CH:5]=[C:4]([CH3:8])[C:3]=1[CH3:9].C(O[C:14](=[O:16])[CH3:15])(=O)C.[C:17]([OH:20])(=O)[CH3:18].B(F)(F)F.CC([O-])=O.[Na+]>O>[CH3:1][C:2]1[C:3]([CH3:9])=[C:4]([CH3:8])[CH:5]=[CH:6][C:7]=1[C:17](=[O:20])[CH2:18][C:14](=[O:16])[CH3:15] |f:2.3,4.5|. Procedure details: 50 g of 1,2,3-trimethylbenzene (Aldrich Chemical Co., 90+% pure) and 160 mL of acetic anhydride are placed in a 1 L flask under positive nitrogen and chilled at 3° C. in an ice-bath. 462 mL of boron trifluoride acetic acid is added while maintaining the temperature below 5° C. The reaction mixture is stirred via mechanical stirrer for two hours. The reaction mixture is warmed to room temperature and stirred for two hours. The reaction mixture is heated to 65° C. for 20 hours followed by cooling ... The reactants are CN(C)CC=1SC=C(N1)CO (2-dimethylaminomethyl-4-hydroxymethylthiazole), S(=O)(Cl)Cl (thionyl chloride), CN(C)CC=1SC=C(N1)CCl (2-dimethylaminomethyl-4-chloromethylthiazole), Cl.NCCS (cysteamine hydrochloride), base. Yields the product CN(C)CC=1SC=C(N1)CSCCN (2-[(2-Dimethylaminomethyl-4-thiazolyl)methylthio]ethylamine). Reaction SMILES: [CH3:1][N:2]([CH2:4][C:5]1[S:6][CH:7]=[C:8]([CH2:10]O)[N:9]=1)[CH3:3].S(Cl)(Cl)=O.C[N:17]([CH2:19][C:20]1[S:21]C=C(CCl)N=1)C.Cl.NCCS>>[CH3:1][N:2]([CH2:4][C:5]1[S:6][CH:7]=[C:8]([CH2:10][S:21][CH2:20][CH2:19][NH2:17])[N:9]=1)[CH3:3] |f:3.4|. Procedure: When 2-dimethylaminomethyl-4-hydroxymethylthiazole [prepared in Step D] is reacted with thionyl chloride and the resultant 2-dimethylaminomethyl-4-chloromethylthiazole is reacted with an equimolar amount of cysteamine hydrochloride and two equivalents of base according to the general procedure of Example 33, Step D, the title compound is thereby produced. Starting materials: [Na] (sodium), COC1=CC=C(C=C1)C1=C(C2=C(S1)C=C(C=C2)OC)C(=O)C=2C=CC(=NC2)Cl ([2-(4-Methoxyphenyl)-6-methoxybenzo[b]thien-3-yl][2-chloropyridin-5-yl]methanone), 2-hydroxyethyl-1-piperidine, [Na] (sodium), CCOC(=O)C (EtOAc). Solvent: C1=CC=CC=C1 (benzene). Conditions: temperature 70 celsius. Product: COC1=CC=C(C=C1)C1=C(C2=C(S1)C=C(C=C2)OC)C(=O)C=2C=CC(=NC2)OCCN2CCCCC2 ([2-(4-Methoxyphenyl)-6-methoxybenzo[b]thien-3-yl][2-[2-(1-piperidinyl)ethoxy]pyridin-5-yl]methanone). Reaction SMILES: [CH3:1][O:2][C:3]1[CH:8]=[CH:7][C:6]([C:9]2[S:13][C:12]3[CH:14]=[C:15]([O:18][CH3:19])[CH:16]=[CH:17][C:11]=3[C:10]=2[C:20]([C:22]2[CH:23]=[CH:24][C:25](Cl)=[N:26][CH:27]=2)=[O:21])=[CH:5][CH:4]=1.[Na].CCO[C:33]([CH3:35])=[O:34]>C1C=CC=CC=1>[CH3:1][O:2][C:3]1[CH:8]=[CH:7][C:6]([C:9]2[S:13][C:12]3[CH:14]=[C:15]([O:18][CH3:19])[CH:16]=[CH:17][C:11]=3[C:10]=2[C:20]([C:22]2[CH:23]=[CH:24][C:25]([O:34][CH2:33][CH2:35][N:26]3[CH2:27][CH2:22][CH2:23][CH2:24][CH2:25]3)=[N:26][CH:27]=2)=[O:21])=[CH:5][CH:4]=1 |^1:28|. Reported procedure: [2-(4-Methoxyphenyl)-6-methoxybenzo[b]thien-3-yl][2-chloropyridin-5-yl]methanone (1 g, 2.44 mmol) was dissolved in 10 mL of benzene and 950 mg (7.32 mmol) of 2-hydroxyethyl-1-piperidine was added. To the reaction mixture was added 85 mg (3.7 mmol) of sodium and the reaction was stirred at ambient temperature under a nitrogen atmosphere until all the sodium dissolved. The reaction was heated to 70° C. for two and half hours, then allowed to cool. To the reaction solution was added 150 mL of EtOAc... Starting materials: ClC=1C2=C(SC1CO)C(=CC=C2)F ((3-chloro-7-fluoro-benzo[b]thiophen-2-yl)methanol). The reagents and catalysts are O=[Mn]=O (MnO2). The solvent is C1=CC=CC=C1 (benzene). Run at time 2 day. The product is ClC=1C2=C(SC1C=O)C(=CC=C2)F (3-chloro-7-fluoro-benzo[b]thiophene-2-carbaldehyde). The yield is 102.2%. Reaction SMILES: [Cl:1][C:2]1[C:3]2[CH:12]=[CH:11][CH:10]=[C:9]([F:13])[C:4]=2[S:5][C:6]=1[CH2:7][OH:8]>C1C=CC=CC=1.O=[Mn]=O>[Cl:1][C:2]1[C:3]2[CH:12]=[CH:11][CH:10]=[C:9]([F:13])[C:4]=2[S:5][C:6]=1[CH:7]=[O:8]. Procedure: A suspension of (3-chloro-7-fluoro-benzo[b]thiophen-2-yl)methanol (600 g, 2.78 mmol) and MnO2 (1.69 g, 19.5 mmol) in benzene (25 mL) was stirred at room temperature for 2 d. The solution was filtered through diatomaceous earth and the filtrate concentrated to give the title compound (610 mg, quantitative) as a light, yellow solid: 1H NMR (300 MHz, CDCl3) δ 10.35 (s, 1H), 7.83 (d, J=8.1 Hz, 1H), 7.51 (ddd, J=8.0, 8.0, 4.8 Hz, 1H), 7.32-7.26 (m, 1H).